This data is from the Open Reaction Database (ORD), a public repository of structured organic reaction records. The task is: describe an organic reaction: reactants, conditions, products, and yield Reactants: CCC(C(=O)OC(C)(C)C)n1cccc(NC(=O)OCc2ccccc2)c1=O, CCCI, [H-], [Na+], CN(C)C=O. Product: CCCN(C(=O)OCc1ccccc1)c1cccn(C(CC)C(=O)OC(C)(C)C)c1=O. RXN SMILES: [C:1]([CH3:2])([CH3:3])([CH3:4])[O:5][C:6]([CH:7]([CH2:8][CH3:9])[n:10]1[c:11](=[O:27])[c:12]([NH:16][C:17](=[O:18])[O:19][CH2:20][c:21]2[cH:22][cH:23][cH:24][cH:25][cH:26]2)[cH:13][cH:14][cH:15]1)=[O:28].[CH2:31]([CH2:32][CH3:33])[I:34].[H-:30].[Na+:29].[O:35]=[CH:36][N:37]([CH3:38])[CH3:39]>>[C:1]([CH3:2])([CH3:3])([CH3:4])[O:5][C:6]([CH:7]([CH2:8][CH3:9])[n:10]1[c:11](=[O:27])[c:12]([N:16]([C:17](=[O:18])[O:19][CH2:20][c:21]2[cH:22][cH:23][cH:24][cH:25][cH:26]2)[CH2:31][CH2:32][CH3:33])[cH:13][cH:14][cH:15]1)=[O:28]. RXN SMILES: [Br:1][c:2]1[cH:3][c:4]2[c:5]([OH:12])[n:6][cH:7][n:8][c:9]2[cH:10][cH:11]1.[CH2:13]([Sn:14]([CH2:15][CH2:16][CH2:17][CH3:24])([c:18]1[n:19][cH:20][cH:21][cH:22][cH:23]1)[CH2:25][CH2:26][CH2:27][CH3:28])[CH2:29][CH2:30][CH3:31].[CH3:37][c:38]1[cH:39][cH:40][cH:41][cH:42][cH:43]1.[O:32]=[CH:33][N:34]([CH3:35])[CH3:36]>>[c:2]1(-[c:18]2[n:19][cH:20][cH:21][cH:22][cH:23]2)[cH:3][c:4]2[c:5]([OH:12])[n:6][cH:7][n:8][c:9]2[cH:10][cH:11]1. Starting materials: Oc1ncnc2ccc(Br)cc12, CCCC[Sn](CCCC)(CCCC)c1ccccn1, Cc1ccccc1, CN(C)C=O. Yields the product Oc1ncnc2ccc(-c3ccccn3)cc12. The reactants are NC1=C(N=NN1C(CCCC1=CC=CC=C1)C(C)O)C(=O)N (5-amino-1-[1-(1-hydroxy-ethyl)-4-phenyl-butyl]-1H-[1,2,3]triazole-4-carboxamide), COC=1C=C(C=CC1OC)CC(=O)OC (methyl 3,4-dimethoxyphenylacetate). Yields the product COC=1C=C(CC=2NC(C3=C(N2)N(N=N3)C(CCCC3=CC=CC=C3)C(C)O)=O)C=CC1OC (5-(3,4-Dimethoxy-benzyl)-3-[1-(1-hydroxy-ethyl)-4-phenyl-butyl]-3,6-dihydro-[1,2,3]triazolo[4,5-d]pyrimidin-7-one). RXN SMILES: [NH2:1][C:2]1[N:6]([CH:7]([CH:17]([OH:19])[CH3:18])[CH2:8][CH2:9][CH2:10][C:11]2[CH:16]=[CH:15][CH:14]=[CH:13][CH:12]=2)[N:5]=[N:4][C:3]=1[C:20]([NH2:22])=[O:21].[CH3:23][O:24][C:25]1[CH:26]=[C:27]([CH2:33][C:34](OC)=O)[CH:28]=[CH:29][C:30]=1[O:31][CH3:32]>>[CH3:23][O:24][C:25]1[CH:26]=[C:27]([CH:28]=[CH:29][C:30]=1[O:31][CH3:32])[CH2:33][C:34]1[NH:22][C:20](=[O:21])[C:3]2[N:4]=[N:5][N:6]([CH:7]([CH:17]([OH:19])[CH3:18])[CH2:8][CH2:9][CH2:10][C:11]3[CH:12]=[CH:13][CH:14]=[CH:15][CH:16]=3)[C:2]=2[N:1]=1. Reported procedure: Analogously to the procedure of Example 29, the title compound is prepared from 10 mg (0.024 mmol) of 5-amino-1-[1-(1-hydroxy-ethyl)-4-phenyl-butyl]-1H-[1,2,3]triazole-4-carboxamide and 20 mg (0.107 mmol) of methyl 3,4-dimethoxyphenylacetate. Reactants: CN1C(=CC2=CC=CC=C12)B(O)O ((1-methyl-1H-indol-2-yl)boronic acid), IC1=CC=C(C=C1)CC(=O)N[C@H](C)C1=NC=C(C=C1)OCC(F)(F)F (2-(4-iodophenyl)-N-{(1R)-1-[5-(2,2,2-trifluoroethoxy)pyridin-2-yl]ethyl}acetamide), ON1N=NC2=C1N=CC=C2 (1-hydroxy-7-azabenzotriazole), [O-]P(=O)([O-])[O-].[K+].[K+].[K+] (K3PO4). Reagents/catalysts: C=1C=CC(=CC1)/C=C/C(=O)/C=C/C2=CC=CC=C2.C=1C=CC(=CC1)/C=C/C(=O)/C=C/C2=CC=CC=C2.C=1C=CC(=CC1)/C=C/C(=O)/C=C/C2=CC=CC=C2.[Pd].[Pd] (Pd2(dba)3), C1(CCCCC1)P(C1CCCCC1)C1CCCCC1 (tricyclohexylphosphine). Solvent: O (H2O), O1CCOCC1 (dioxane), CCOC(=O)C (EtOAc). Run at temperature 150 celsius. Product: CN1C(=CC2=CC=CC=C12)C1=CC=C(C=C1)CC(=O)N[C@H](C)C1=NC=C(C=C1)OCC(F)(F)F (2-[4-(1-Methyl-1H-indol-2-yl)phenyl]-N-{(1R)-1-[5-(2,2,2-trifluoroethoxy)pyridin-2-yl]ethyl}acetamide). Yield: 79.2%. As a reaction SMILES: [CH3:1][N:2]1[C:10]2[C:5](=[CH:6][CH:7]=[CH:8][CH:9]=2)[CH:4]=[C:3]1B(O)O.I[C:15]1[CH:20]=[CH:19][C:18]([CH2:21][C:22]([NH:24][C@@H:25]([C:27]2[CH:32]=[CH:31][C:30]([O:33][CH2:34][C:35]([F:38])([F:37])[F:36])=[CH:29][N:28]=2)[CH3:26])=[O:23])=[CH:17][CH:16]=1.ON1C2N=CC=CC=2N=N1.[O-]P([O-])([O-])=O.[K+].[K+].[K+]>O.CCOC(C)=O.C1C=CC(/C=C/C(/C=C/C2C=CC=CC=2)=O)=CC=1.C1C=CC(/C=C/C(/C=C/C2C=CC=CC=2)=O)=CC=1.C1C=CC(/C=C/C(/C=C/C2C=CC=CC=2)=O)=CC=1.[Pd].[Pd].C1(P(C2CCCCC2)C2CCCCC2)CCCCC1.O1CCOCC1>[CH3:1][N:2]1[C:10]2[C:5](=[CH:6][CH:7]=[CH:8][CH:9]=2)[CH:4]=[C:3]1[C:15]1[CH:16]=[CH:17][C:18]([CH2:21][C:22]([NH:24][C@@H:25]([C:27]2[CH:32]=[CH:31][C:30]([O:33][CH2:34][C:35]([F:38])([F:36])[F:37])=[CH:29][N:28]=2)[CH3:26])=[O:23])=[CH:19][CH:20]=1 |f:3.4.5.6,9.10.11.12.13|. Procedure: To a mixture of (1-methyl-1H-indol-2-yl)boronic acid (37.7 mg mg, 0.215 mmol), 2-(4-iodophenyl)-N-{(1R)-1-[5-(2,2,2-trifluoroethoxy)pyridin-2-yl]ethyl}acetamide (50.0 mg, 0.108 mmol), tricyclohexylphosphine (0.7 mg, 0.003 mmol), 1-hydroxy-7-azabenzotriazole (101 mg, 0.744 mmol) and Pd2(dba)3 (1 mg, 0.001 mmol) were added dioxane (0.4 mL) and a solution of K3PO4 in H2O (0.2 mL, 1.27 M). The resulting solution was heated in microwave at 150° C. for 0.5 hr. The reaction was completed and diluted wi... Run at time 1 hour. Yields the product NC1=C(C=C2C3=C(C(CCC3(CC2=C1Cl)CCCC)=O)Br)F (7-amino-4-bromo-9a-butyl-8-chloro-6-fluoro-1,2,9,9a-tetrahydro-3H-fluoren-3-one). Starting materials: NC1=C(C=C2C3=CC(CCC3(CC2=C1Cl)CCCC)=O)F (7-amino-9a-butyl-8-chloro-6-fluoro-1,2,9,9a-tetrahydro-3H-fluoren-3-one), BrN1C(CCC1=O)=O (N-bromosuccinimide). Reported procedure: A solution of 7-amino-9a-butyl-8-chloro-6-fluoro-1,2,9,9a-tetrahydro-3H-fluoren-3-one (1.36 g, 4.42 mmol) in anhydrous CH2Cl2 (13 mL) was cooled in an ice bath, placed under a nitrogen atmosphere, treated with N-bromosuccinimide (0.787 g, 4.42 mmol) and stirred at 0–5° C. for one hour. The reaction mixture was filtered through a pad of silica gel and the pad was washed with EtOAc. The filtrate and washings were evaporated under vacuum. The residue was purified by flash chromatography on a Biotag... Run in C(Cl)Cl (CH2Cl2). Isolated yield 63.2%. Reaction SMILES: [NH2:1][C:2]1[C:14]([Cl:15])=[C:13]2[C:5]([C:6]3[C:11]([CH2:16][CH2:17][CH2:18][CH3:19])([CH2:12]2)[CH2:10][CH2:9][C:8](=[O:20])[CH:7]=3)=[CH:4][C:3]=1[F:21].[Br:22]N1C(=O)CCC1=O>C(Cl)Cl>[NH2:1][C:2]1[C:14]([Cl:15])=[C:13]2[C:5]([C:6]3[C:11]([CH2:16][CH2:17][CH2:18][CH3:19])([CH2:12]2)[CH2:10][CH2:9][C:8](=[O:20])[C:7]=3[Br:22])=[CH:4][C:3]=1[F:21]. Reactants: Cc1sc(-c2ccccc2)nc1CO, CN(C)C=O, N#Cc1ccc(Cl)nc1, [H-], [Na+], O. Yields the product Cc1sc(-c2ccccc2)nc1COc1ccc(C#N)cn1. RXN SMILES: [CH3:1][c:2]1[c:3]([CH2:13][OH:14])[n:4][c:5](-[c:7]2[cH:8][cH:9][cH:10][cH:11][cH:12]2)[s:6]1.[CH3:24][N:25]([CH3:26])[CH:27]=[O:28].[Cl:15][c:16]1[cH:17][cH:18][c:19]([C:22]#[N:23])[cH:20][n:21]1.[H-:29].[Na+:30].[OH2:31]>>[CH3:1][c:2]1[c:3]([CH2:13][O:14][c:16]2[cH:17][cH:18][c:19]([C:22]#[N:23])[cH:20][n:21]2)[n:4][c:5](-[c:7]2[cH:8][cH:9][cH:10][cH:11][cH:12]2)[s:6]1. The reactants are CC(=O)OCc1c2c(n(Cc3ccccc3)c1-c1ccccc1)C(C)CN(Cc1ccccc1)C2, CO. The product is COCc1c2c(n(Cc3ccccc3)c1-c1ccccc1)C(C)CN(Cc1ccccc1)C2. RXN SMILES: [C:1](=[O:2])([CH3:3])[O:4][CH2:5][c:6]1[c:7](-[c:30]2[cH:31][cH:32][cH:33][cH:34][cH:35]2)[n:8]([CH2:23][c:24]2[cH:25][cH:26][cH:27][cH:28][cH:29]2)[c:9]2[c:10]1[CH2:11][N:12]([CH2:16][c:17]1[cH:18][cH:19][cH:20][cH:21][cH:22]1)[CH2:13][CH:14]2[CH3:15].[CH3:36][OH:37]>>[CH3:1][O:4][CH2:5][c:6]1[c:7](-[c:30]2[cH:31][cH:32][cH:33][cH:34][cH:35]2)[n:8]([CH2:23][c:24]2[cH:25][cH:26][cH:27][cH:28][cH:29]2)[c:9]2[c:10]1[CH2:11][N:12]([CH2:16][c:17]1[cH:18][cH:19][cH:20][cH:21][cH:22]1)[CH2:13][CH:14]2[CH3:15].